Dataset: the Open Reaction Database (ORD), a public repository of structured organic reaction records. Task: describe an organic reaction: reactants, conditions, products, and yield The reactants are BrC1=CC=C(C=C1)C(CC(=O)C=1C=CC(N(C1)CCC(=O)O)=O)C1=C(C=CC=C1)C (3-{5-[3-(4-bromo-phenyl)-3-o-tolyl-propionyl]-2-oxo-2H-pyridin-1-yl}-propionic acid), Cl.NO (hydroxylamine hydrochloride), C(=O)(O)[O-].[Na+] (NaHCO3). Product: BrC1=CC=C(C=C1)C(C\C(=N/O)\C=1C=CC(N(C1)CCC(=O)O)=O)C1=C(C=CC=C1)C (3-(5-{3-(4-Bromo-phenyl)-1-[(E)-hydroxyimino]-3-o-tolyl-propyl}-2-oxo-2H-pyridin-1-yl)-propionic acid). As a reaction SMILES: [Br:1][C:2]1[CH:7]=[CH:6][C:5]([CH:8]([C:24]2[CH:29]=[CH:28][CH:27]=[CH:26][C:25]=2[CH3:30])[CH2:9][C:10]([C:12]2[CH:13]=[CH:14][C:15](=[O:23])[N:16]([CH2:18][CH2:19][C:20]([OH:22])=[O:21])[CH:17]=2)=O)=[CH:4][CH:3]=1.Cl.[NH2:32][OH:33].C([O-])(O)=O.[Na+]>>[Br:1][C:2]1[CH:7]=[CH:6][C:5]([CH:8]([C:24]2[CH:29]=[CH:28][CH:27]=[CH:26][C:25]=2[CH3:30])[CH2:9]/[C:10](/[C:12]2[CH:13]=[CH:14][C:15](=[O:23])[N:16]([CH2:18][CH2:19][C:20]([OH:22])=[O:21])[CH:17]=2)=[N:32]\[OH:33])=[CH:4][CH:3]=1 |f:1.2,3.4|. Procedure details: In analogy to example 151, step 3, 3-{5-[3-(4-bromo-phenyl)-3-o-tolyl-propionyl]-2-oxo-2H-pyridin-1-yl}-propionic acid was reacted with hydroxylamine hydrochloride in the presence of NaHCO3 to give the title compound as a colorless solid, MS (ESI−): m/z=481.0 [M−H]−. Starting materials: NCC1=NC(=NO1)C=1N=CN2C1[C@H]1N(C(C3=C2C=CC=C3Cl)=O)CC1 ((S)-1-(5-aminomethyl-1,2,4-oxadiazol-3-yl)-8-chloro-12,12a-dihydro-9H,11H-azeto[2,1-c]imidazo[1,5-a][1,4]benzodiazepin-9-one), C(C)N(C(C)C)C(C)C (N-ethyldiisopropylamine), BrCC=1C(=CC=CC1)CBr (α,α'-dibromo-o-xylene). Run in C(Cl)Cl (methylene chloride). Yields the product ClC1=CC=CC2=C1C(N1[C@H](C=3N2C=NC3C3=NOC(=N3)CN3CC2=CC=CC=C2C3)CC1)=O ((S)-8-chloro-12,12a-dihydro-1-(5-isoindolin-2-ylmethyl-1,2,4-oxadiazol-3-yl)-9H,11H-azeto[2,1-c]imidazo[1,5-a][1,4]benzodiazepin-9-one). Isolated yield 33.8%. As a reaction SMILES: [NH2:1][CH2:2][C:3]1[O:7][N:6]=[C:5]([C:8]2[N:9]=[CH:10][N:11]3[C:17]4[CH:18]=[CH:19][CH:20]=[C:21]([Cl:22])[C:16]=4[C:15](=[O:23])[N:14]4[CH2:24][CH2:25][C@H:13]4[C:12]=23)[N:4]=1.C(N(C(C)C)C(C)C)C.Br[CH2:36][C:37]1[C:38]([CH2:43]Br)=[CH:39][CH:40]=[CH:41][CH:42]=1>C(Cl)Cl>[Cl:22][C:21]1[C:16]2[C:15](=[O:23])[N:14]3[CH2:24][CH2:25][C@H:13]3[C:12]3[N:11]([CH:10]=[N:9][C:8]=3[C:5]3[N:4]=[C:3]([CH2:2][N:1]4[CH2:43][C:38]5[C:37](=[CH:42][CH:41]=[CH:40][CH:39]=5)[CH2:36]4)[O:7][N:6]=3)[C:17]=2[CH:18]=[CH:19][CH:20]=1. Procedure details: 3.56 g (10 mmol) of (S)-1-(5-aminomethyl-1,2,4-oxadiazol-3-yl)-8-chloro-12,12a-dihydro-9H,11H-azeto[2,1-c]imidazo[1,5-a][1,4]benzodiazepin-9-one, 15 ml of methylene chloride, 8.6 ml (50 mmol) of N-ethyldiisopropylamine and 2.64 g (10 mmol) of α,α'-dibromo-o-xylene were stirred at room temperature for 20 hours. The reaction solution was washed three times with water, dried over magnesium sulfate and evaporated. The residue was chromatographed on 500 g of silica gel while eluting with methylene ch...